Dataset: the Open Reaction Database (ORD), a public repository of structured organic reaction records. Task: describe an organic reaction: reactants, conditions, products, and yield Reactants: ClCCl, CC1(CCCC(O)COC2C(=O)CCC3(C)C(=O)CCC23)OCCO1. Product: CC1(CCCC(=O)COC2C(=O)CCC3(C)C(=O)CCC23)OCCO1. As a reaction SMILES: [Cl:26][CH2:27][Cl:28].[OH:1][CH:2]([CH2:3][O:4][CH:5]1[CH:6]2[CH2:7][CH2:8][C:9](=[O:16])[C:10]2([CH3:15])[CH2:11][CH2:12][C:13]1=[O:14])[CH2:17][CH2:18][CH2:19][C:20]1([CH3:25])[O:21][CH2:22][CH2:23][O:24]1>>[O:1]=[C:2]([CH2:3][O:4][CH:5]1[CH:6]2[CH2:7][CH2:8][C:9](=[O:16])[C:10]2([CH3:15])[CH2:11][CH2:12][C:13]1=[O:14])[CH2:17][CH2:18][CH2:19][C:20]1([CH3:25])[O:21][CH2:22][CH2:23][O:24]1.